Task: describe an organic reaction: reactants, conditions, products, and yield. Dataset: the Open Reaction Database (ORD), a public repository of structured organic reaction records Reactants: Fc1ccccc1Br, Cn1cnc(C#N)c1. Reagents/catalysts: CC(C)(C)c1ccc(-c2ccc(C(C)(C)C)cc2)cc1 (4,4'-di-tert-butylbiphenyl), CC(C)(C)C(=O)[O-].[K+] (KOPiv), Cl[Pd]CC=C.C=CC[Pd]Cl ([Pd(allyl)Cl]2), CN(C)c1ccc(P(C2CCCCC2)C2CCCCC2)cc1 (A-caPhos). Solvent: CC(=O)N(C)C (DMA), CC(=O)N(C)C (DMA), CC(=O)N(C)C (DMA). Reaction conditions: temperature 120 celsius, time 24 hour. Yields the product Cn1cnc(C#N)c1-c1ccccc1F. Yield: 66.3%. Starting materials: ClCCCCN1C=CC2=CC=CC=C12 (1-(4-chlorobutyl)-1H-indole), N1CCC(CC1)C1=CC=C(C=C1)NC(CCC)=O (N-[4-(4-piperidinyl)phenyl]butanamide). Product: N1(C=CC2=CC=CC=C12)CCCCN1CCC(CC1)C1=CC=C(C=C1)NC(CCC)=O (N-(4-{1-[4-(1H-INDOL-1-YL)BUTYL]-4-PIPERIDINYL}PHENYL)BUTANAMIDE). RXN SMILES: Cl[CH2:2][CH2:3][CH2:4][CH2:5][N:6]1[C:14]2[C:9](=[CH:10][CH:11]=[CH:12][CH:13]=2)[CH:8]=[CH:7]1.[NH:15]1[CH2:20][CH2:19][CH:18]([C:21]2[CH:26]=[CH:25][C:24]([NH:27][C:28](=[O:32])[CH2:29][CH2:30][CH3:31])=[CH:23][CH:22]=2)[CH2:17][CH2:16]1>>[N:6]1([CH2:5][CH2:4][CH2:3][CH2:2][N:15]2[CH2:20][CH2:19][CH:18]([C:21]3[CH:26]=[CH:25][C:24]([NH:27][C:28](=[O:32])[CH2:29][CH2:30][CH3:31])=[CH:23][CH:22]=3)[CH2:17][CH2:16]2)[C:14]2[C:9](=[CH:10][CH:11]=[CH:12][CH:13]=2)[CH:8]=[CH:7]1. Procedure: Prepared by Procedure AH and Scheme P using 1-(4-chlorobutyl)-1H-indole and N-[4-(4-piperidinyl)phenyl]butanamide: ESMS m/e: 418.2 (M+H)+. Starting materials: O=C([O-])C(=O)[O-], N#Cc1cc(F)c(Cl)cc1OC(CCCl)c1ccccc1, NCCF. Yields the product O=C(O)C(=O)O, N#Cc1cc(F)c(Cl)cc1OC(CCNCCF)c1ccccc1. RXN SMILES: [C:26]([C:27](=[O:28])[O-:29])(=[O:30])[O-:31].[Cl:5][c:6]1[cH:7][c:8]([O:15][CH:16]([CH2:17][CH2:18][Cl:19])[c:20]2[cH:21][cH:22][cH:23][cH:24][cH:25]2)[c:9]([C:10]#[N:11])[cH:12][c:13]1[F:14].[F:1][CH2:2][CH2:3][NH2:4]>>[C:26]([C:27](=[O:28])[OH:29])(=[O:30])[OH:31].[F:1][CH2:2][CH2:3][NH:4][CH2:18][CH2:17][CH:16]([O:15][c:8]1[cH:7][c:6]([Cl:5])[c:13]([F:14])[cH:12][c:9]1[C:10]#[N:11])[c:20]1[cH:21][cH:22][cH:23][cH:24][cH:25]1. Starting materials: FC(C(C(C(C(C(C(C(F)(F)F)(F)F)(F)F)(F)F)(F)F)(F)F)(F)F)(F)I (Perfluorooctyl iodide), S(=O)([O-])S(=O)[O-].[Na+].[Na+] (sodium dithionite), P(=O)(O)([O-])[O-].[Na+].[Na+] (sodium hydrogen phosphate), CSSC (methyl disulphide). Run in CN(C=O)C (dimethylformamide), O (water). Yields the product FC(C(C(C(C(C(C(C(F)(F)F)(F)F)(F)F)(F)F)(F)F)(F)F)(F)F)(F)SC (methyl perfluorooctyl sulphide). Yield: 20.0%. Reaction SMILES: [F:1][C:2](I)([F:25])[C:3]([F:24])([F:23])[C:4]([F:22])([F:21])[C:5]([F:20])([F:19])[C:6]([F:18])([F:17])[C:7]([F:16])([F:15])[C:8]([F:14])([F:13])[C:9]([F:12])([F:11])[F:10].S(S([O-])=O)([O-])=O.[Na+].[Na+].P([O-])([O-])(O)=O.[Na+].[Na+].[CH3:42][S:43]SC>CN(C)C=O.O>[F:1][C:2]([S:43][CH3:42])([F:25])[C:3]([F:24])([F:23])[C:4]([F:22])([F:21])[C:5]([F:20])([F:19])[C:6]([F:18])([F:17])[C:7]([F:16])([F:15])[C:8]([F:14])([F:13])[C:9]([F:12])([F:11])[F:10] |f:1.2.3,4.5.6|. Procedure details: Perfluorooctyl iodide (5.5 g), sodium dithionite (3 g), sodium hydrogen phosphate (3 g) and methyl disulphide (1 g) are stirred in dimethylformamide (10 cc) and water (5 cc) for 6 hours. After the usual treatment, methyl perfluorooctyl sulphide is obtained in 20% yield. Conditions: time 5 day. Yields the product C(C#C)SC1=C(C=O)C=CC=C1F (2-(2-propynylthio)-3-fluorobenzaldehyde). Run in C(C)O (ethanol), C1CCOC1 (THF), O (water), C(Cl)Cl (methylene chloride). RXN SMILES: [CH2:1]([S:4][C:5]1[C:10]([F:11])=[CH:9][CH:8]=[CH:7][C:6]=1[C:12]1[O:13]CC(C)(C)N=1)[C:2]#[CH:3].CI.[BH4-].[Na+].Cl>C(Cl)Cl.C(O)C.C1COCC1.O>[CH2:1]([S:4][C:5]1[C:10]([F:11])=[CH:9][CH:8]=[CH:7][C:6]=1[CH:12]=[O:13])[C:2]#[CH:3] |f:2.3|. Procedure details: To the oxazoline from Step A (7.4 g, 28.1 mmol) in 10 ml of methylene chloride was added 10 ml of methyl iodide. After 5 days, the mixture was concentrated and then dissolved in 70 ml of methylene chloride and treated dropwise with sodium borohydride (1.28 g, 33.7 mmol) in 70 ml of ethanol. The reaction mixture was stirred overnight at RT and then poured into one liter of water and extracted twice with diethyl ether. The extracts were washed with water and then brine and dried over K2CO3 to affo... Starting materials: [BH4-].[Na+] (sodium borohydride), crude product, Cl (HCl), C(C#C)SC1=C(C=CC=C1F)C=1OCC(N1)(C)C (2-[2-(2-propynylthio)-3-fluorophenyl]-4,4-dimethyloxazoline), CI (methyl iodide).